This data is from the Open Reaction Database (ORD), a public repository of structured organic reaction records. The task is: describe an organic reaction: reactants, conditions, products, and yield Reactants: C(OCC1C2=CC=CC=C2C=2C=CC=CC12)(ON1C(CCC1=O)=O)=O ((9H-fluoren-9-yl)methyl 2,5-dioxopyrrolidin-1-yl carbonate), NC1(COC1)C(=O)O (3-amino-oxetane-3-carboxylic acid), C([O-])([O-])=O.[K+].[K+] (potassium carbonate). Solvent: O1CCOCC1 (dioxane), O (water). Run at time 75 minute. Yields the product C1=CC=CC=2C3=CC=CC=C3C(C12)COC(=O)NC1(COC1)C(=O)O (3-(9H-Fluoren-9-ylmethoxycarbonylamino)-oxetane-3-carboxylic acid). As a reaction SMILES: [C:1](=O)([O:17]N1C(=O)CCC1=O)[O:2][CH2:3][CH:4]1[C:16]2[CH:15]=[CH:14][CH:13]=[CH:12][C:11]=2[C:10]2[C:5]1=[CH:6][CH:7]=[CH:8][CH:9]=2.[NH2:26][C:27]1([C:31]([OH:33])=[O:32])[CH2:30][O:29][CH2:28]1.C(=O)([O-])[O-].[K+].[K+]>O1CCOCC1.O>[CH:15]1[C:16]2[CH:4]([CH2:3][O:2][C:1]([NH:26][C:27]3([C:31]([OH:33])=[O:32])[CH2:30][O:29][CH2:28]3)=[O:17])[C:5]3[C:10](=[CH:9][CH:8]=[CH:7][CH:6]=3)[C:11]=2[CH:12]=[CH:13][CH:14]=1 |f:2.3.4|. Procedure details: A solution of (9H-fluoren-9-yl)methyl 2,5-dioxopyrrolidin-1-yl carbonate (3.2 g, 9.5 mmol) in dioxane (30 ml) was added to a solution of 3-amino-oxetane-3-carboxylic acid (1.17 g, mmol) and potassium carbonate (2.76 g, 20.0 mmol) in water (30 ml). The light yellow opaque solution was stirred at room temperature for 75 minutes. During that time, a white solid precipitated. The mixture was diluted with water and extracted two times with diethyl ether. The white solid did not dissolve and was kept ... Reactants: solution, C(CCC)[Li] (n-butyllithium), [Br-].OC1=C(C[P+](C2=CC=CC=C2)(C2=CC=CC=C2)C2=CC=CC=C2)C=CC=C1 ((2-hydroxybenzyl)triphenylphosphonium bromide), FC=1C=C(CC(CCC2=CC=C(C#N)C=C2)C=O)C=C(C1O[Si](C(C)C)(C(C)C)C(C)C)F (4-[3-(3,5-difluoro-4-triisopropylsilanyloxybenzyl)-4-oxobutyl]benzonitrile), [Cl-].[NH4+] (ammonium chloride). Run in CCCCCC (hexane), C1CCOC1 (THF). Run at temperature 0 celsius, time 2 hour. The product is FC=1C=C(CC(CCC2=CC=C(C#N)C=C2)\C=C\C2=C(C=CC=C2)O)C=C(C1O[Si](C(C)C)(C(C)C)C(C)C)F (E4-[3-(3,5-Difluoro-4-triisopropylsilanyloxybenzyl)-5-(2-hydroxyphenyl)pent-4-eny]benzonitrile). RXN SMILES: C([Li])CCC.[Br-].[OH:7][C:8]1[CH:33]=[CH:32][CH:31]=[CH:30][C:9]=1[CH2:10][P+](C1C=CC=CC=1)(C1C=CC=CC=1)C1C=CC=CC=1.[F:34][C:35]1[CH:36]=[C:37]([CH:52]=[C:53]([F:66])[C:54]=1[O:55][Si:56]([CH:63]([CH3:65])[CH3:64])([CH:60]([CH3:62])[CH3:61])[CH:57]([CH3:59])[CH3:58])[CH2:38][CH:39]([CH:50]=O)[CH2:40][CH2:41][C:42]1[CH:49]=[CH:48][C:45]([C:46]#[N:47])=[CH:44][CH:43]=1.[Cl-].[NH4+]>CCCCCC.C1COCC1>[F:34][C:35]1[CH:36]=[C:37]([CH:52]=[C:53]([F:66])[C:54]=1[O:55][Si:56]([CH:57]([CH3:59])[CH3:58])([CH:60]([CH3:62])[CH3:61])[CH:63]([CH3:65])[CH3:64])[CH2:38][CH:39](/[CH:50]=[CH:10]/[C:9]1[CH:30]=[CH:31][CH:32]=[CH:33][C:8]=1[OH:7])[CH2:40][CH2:41][C:42]1[CH:49]=[CH:48][C:45]([C:46]#[N:47])=[CH:44][CH:43]=1 |f:1.2,4.5|. Procedure: 1.82 ml (2.91 mmol) of a 1.6 M solution of n-butyllithium in hexane are slowly added to a solution of 579 mg (1.25 mmol) of (2-hydroxybenzyl)triphenylphosphonium bromide in 11.5 ml of THF at 0° C. Then, at this temperature, 490 mg (1.04 mmol) of 4-[3-(3,5-difluoro-4-triisopropylsilanyloxybenzyl)-4-oxobutyl]benzonitrile are slowly metered in. The reaction solution is stirred at 0° C. for 2 h and then mixed with 100 ml of saturated ammonium chloride solution and extracted with diethyl ether. The c... The reactants are ClC=1C=C2CCNC(C2=CC1C(F)(F)F)=O (6-Chloro-7-(trifluoromethyl)-3,4-dihydroisoquinolin-1(2H)-one), BrC=1C=NC=CC1C(F)(F)F (3-bromo-4-(trifluoromethyl)-pyridine), trans-N,N′-dimethyl-cyclohexyl-1,2-diamine, P(=O)([O-])([O-])[O-].[K+].[K+].[K+] (potassium phosphate). The reagents and catalysts are [Cu](I)I (copper iodide). Run in O1CCOCC1 (1,4-dioxane). Product: ClC=1C=C2CCN(C(C2=CC1C(F)(F)F)=O)C=1C=NC=CC1C(F)(F)F (6-chloro-7-(trifluoromethyl)-2-(4-(trifluoromethyl)pyridin-3-yl)-3,4-dihydroisoquinolin-1(2H)-one). Yield: 9.5%. Reaction SMILES: [Cl:1][C:2]1[CH:3]=[C:4]2[C:9](=[CH:10][C:11]=1[C:12]([F:15])([F:14])[F:13])[C:8](=[O:16])[NH:7][CH2:6][CH2:5]2.Br[C:18]1[CH:19]=[N:20][CH:21]=[CH:22][C:23]=1[C:24]([F:27])([F:26])[F:25].P([O-])([O-])([O-])=O.[K+].[K+].[K+]>[Cu](I)I.O1CCOCC1>[Cl:1][C:2]1[CH:3]=[C:4]2[C:9](=[CH:10][C:11]=1[C:12]([F:14])([F:13])[F:15])[C:8](=[O:16])[N:7]([C:18]1[CH:19]=[N:20][CH:21]=[CH:22][C:23]=1[C:24]([F:27])([F:26])[F:25])[CH2:6][CH2:5]2 |f:2.3.4.5|. Procedure: 6-Chloro-7-(trifluoromethyl)-3,4-dihydroisoquinolin-1(2H)-one (I-85e: 100 mg, 0.4 mmol) was reacted with 3-bromo-4-(trifluoromethyl)-pyridine (117.6 mg, 0.520 mmol), 1,4-dioxane (5 mL), copper iodide (7.6 mg, 0.04 mmol), trans-N,N′-dimethyl-cyclohexyl-1,2-diamine (5.6 mg, 0.04 mmol) and potassium phosphate (255.6 mg, 1.2 mmol) to afford the crude product. Purification by preparative HPLC afforded 15 mg of the product (10% yield). The reactants are solution, C[Li] (methyllithium), CC=1C=NC=2CCCCC2C1 (3-methyl-5,6,7,8-tetrahydroquinoline), [Li]C1CCCC=2C=C(C=NC12)C (8-lithio-3-methyl-5,6,7,8-tetrahydroquinoline), C(=O)=O (CO2), [Li+].CC=1C=NC=2C(CCCC2C1)C(=O)[O-] (3-methyl-5,6,7,8-tetrahydroquinoline-8-carboxylic acid lithium salt). Solvent: CCOCC (ether). Reaction conditions: time 0.5 hour. Yields the product COC(=O)C1CCCC=2C=C(C=NC12)C (methyl-3-methyl-5,6,7,8-tetrahydroquinoline-8-carboxylate). Reaction SMILES: [CH3:1]C1C=NC2CCCCC=2C=1.C[Li].[Li]C1C2N=CC(C)=CC=2CCC1.C(=O)=O.[Li+].[CH3:30][C:31]1[CH:32]=[N:33][C:34]2[CH:35]([C:41]([O-:43])=[O:42])[CH2:36][CH2:37][CH2:38][C:39]=2[CH:40]=1>CCOCC>[CH3:1][O:42][C:41]([CH:35]1[C:34]2[N:33]=[CH:32][C:31]([CH3:30])=[CH:40][C:39]=2[CH2:38][CH2:37][CH2:36]1)=[O:43] |f:4.5|. Procedure: To a solution of 3-methyl-5,6,7,8-tetrahydroquinoline (10 g) in anhydrous ether (50 ml) was added dropwise with stirring under nitrogen a 1.67 molar solution of methyllithium (40 ml.). The stirring was continued for 1/2 hour then the dark red solution of 8-lithio-3-methyl-5,6,7,8-tetrahydroquinoline was treated with a brisk stream of CO2 gas until the suspension became pale yellow. The resulting 3-methyl-5,6,7,8-tetrahydroquinoline-8-carboxylic acid lithium salt was processed in the manner descr... Reactants: CCCCC(CC)COC(=O)CCS, C1COCCO1, CCN(C(C)C)C(C)C, Ic1ccc2c(ccc3nnc(-c4ccccc4)n32)c1, O=C(C=Cc1ccccc1)C=Cc1ccccc1, O=C(C=Cc1ccccc1)C=Cc1ccccc1, O=C(C=Cc1ccccc1)C=Cc1ccccc1, [Pd], [Pd], CC1(C)c2cccc(P(c3ccccc3)c3ccccc3)c2Oc2c(P(c3ccccc3)c3ccccc3)cccc21. Product: Sc1ccc2c(ccc3nnc(-c4ccccc4)n32)c1. As a reaction SMILES: [CH2:30]([CH:31]([CH2:32][CH2:33][CH2:34][CH3:35])[CH2:36][O:37][C:39](=[O:40])[CH2:41][CH2:42][SH:38])[CH3:43].[CH2:86]1[O:87][CH2:88][CH2:89][O:90][CH2:91]1.[CH:21]([N:22]([CH2:23][CH3:24])[CH:25]([CH3:26])[CH3:27])([CH3:28])[CH3:29].[I:1][c:2]1[cH:3][c:4]2[cH:5][cH:6][c:7]3[n:8]([c:9]2[cH:10][cH:11]1)[c:12](-[c:15]1[cH:16][cH:17][cH:18][cH:19][cH:20]1)[n:13][n:14]3.[O:112]=[C:113]([CH:114]=[CH:115][c:116]1[cH:117][cH:118][cH:119][cH:120][cH:121]1)[CH:122]=[CH:123][c:124]1[cH:125][cH:126][cH:127][cH:128][cH:129]1.[O:130]=[C:131]([CH:132]=[CH:133][c:134]1[cH:135][cH:136][cH:137][cH:138][cH:139]1)[CH:140]=[CH:141][c:142]1[cH:143][cH:144][cH:145][cH:146][cH:147]1.[O:94]=[C:95]([CH:96]=[CH:97][c:98]1[cH:99][cH:100][cH:101][cH:102][cH:103]1)[CH:104]=[CH:105][c:106]1[cH:107][cH:108][cH:109][cH:110][cH:111]1.[Pd:92].[Pd:93].[c:44]1([P:45]([c:46]2[cH:47][cH:48][cH:49][cH:50][cH:51]2)[c:52]2[c:53]3[c:77]([cH:78][cH:79][cH:80]2)[C:74]([CH3:75])([CH3:76])[c:56]2[c:55]([c:60]([P:61]([c:62]4[cH:63][cH:64][cH:65][cH:66][cH:67]4)[c:68]4[cH:69][cH:70][cH:71][cH:72][cH:73]4)[cH:59][cH:58][cH:57]2)[O:54]3)[cH:81][cH:82][cH:83][cH:84][cH:85]1>>[c:2]1([SH:38])[cH:3][c:4]2[cH:5][cH:6][c:7]3[n:8]([c:9]2[cH:10][cH:11]1)[c:12](-[c:15]1[cH:16][cH:17][cH:18][cH:19][cH:20]1)[n:13][n:14]3. The reactants are CC(C)(C)OC(=O)CCOCCOCCOCCOCCSSc1ccccn1, Cc1ccccc1, ClCCl, O=C(O)C(F)(F)F. Yields the product O=C(O)CCOCCOCCOCCOCCSSc1ccccn1. Reaction SMILES: [C:1]([CH3:2])([CH3:3])([CH3:4])[O:5][C:6]([CH2:7][CH2:8][O:9][CH2:10][CH2:11][O:12][CH2:13][CH2:14][O:15][CH2:16][CH2:17][O:18][CH2:19][CH2:20][S:21][S:22][c:23]1[n:24][cH:25][cH:26][cH:27][cH:28]1)=[O:29].[CH3:40][c:41]1[cH:42][cH:43][cH:44][cH:45][cH:46]1.[Cl:37][CH2:38][Cl:39].[F:30][C:31]([F:32])([F:33])[C:34]([OH:35])=[O:36]>>[O:5]=[C:6]([CH2:7][CH2:8][O:9][CH2:10][CH2:11][O:12][CH2:13][CH2:14][O:15][CH2:16][CH2:17][O:18][CH2:19][CH2:20][S:21][S:22][c:23]1[n:24][cH:25][cH:26][cH:27][cH:28]1)[OH:29].